This data is from the Open Reaction Database (ORD), a public repository of structured organic reaction records. The task is: describe an organic reaction: reactants, conditions, products, and yield Reactants: COC(=O)CCc1ccc(OCCn2c(=O)sc3cc(C(=O)c4ccccc4)ccc32)cc1, CO. Product: COC(=O)CCc1ccc(OCCn2c(=O)sc3cc(Cc4ccccc4)ccc32)cc1. RXN SMILES: [C:1]([c:2]1[cH:3][cH:4][cH:5][cH:6][cH:7]1)(=[O:8])[c:9]1[cH:10][c:11]2[c:12]([n:13]([CH2:17][CH2:18][O:19][c:20]3[cH:21][cH:22][c:23]([CH2:26][CH2:27][C:28](=[O:29])[O:30][CH3:31])[cH:24][cH:25]3)[c:14](=[O:16])[s:15]2)[cH:32][cH:33]1.[CH3:34][OH:35]>>[CH2:1]([c:2]1[cH:3][cH:4][cH:5][cH:6][cH:7]1)[c:9]1[cH:10][c:11]2[c:12]([n:13]([CH2:17][CH2:18][O:19][c:20]3[cH:21][cH:22][c:23]([CH2:26][CH2:27][C:28](=[O:29])[O:30][CH3:31])[cH:24][cH:25]3)[c:14](=[O:16])[s:15]2)[cH:32][cH:33]1. Reactants: C(C)OC(COC1=C(C=C(C=C1)OC)C=O)=O ((2-formyl-4-methoxy-phenoxy)-acetic acid ethyl ester), CC(C)(C)[O-].[K+] (KOtBu), ice NH4Cl. The solvent is C(OC)COC (dimethoxyethane). Yields the product C(C)OC(=O)C=1OC2=C(C1)C=C(C=C2)OC (5-Methoxy-benzofuran-2-carboxylic acid ethyl ester). Isolated yield 25.5%. Reaction SMILES: [CH2:1]([O:3][C:4](=[O:17])[CH2:5][O:6][C:7]1[CH:12]=[CH:11][C:10]([O:13][CH3:14])=[CH:9][C:8]=1[CH:15]=O)[CH3:2].CC([O-])(C)C.[K+]>C(COC)OC>[CH2:1]([O:3][C:4]([C:5]1[O:6][C:7]2[CH:12]=[CH:11][C:10]([O:13][CH3:14])=[CH:9][C:8]=2[CH:15]=1)=[O:17])[CH3:2] |f:1.2|. Reported procedure: The above prepared (2-formyl-4-methoxy-phenoxy)-acetic acid ethyl ester (34.36 g, 144 mmol) was dissolved in 340 mL of dimethoxyethane and treated at −15° C. with KOtBu (6.47 g, 0.4 eq.). After 15 Min., the reaction mixture was poured onto crashed ice/NH4Cl, twofold extracted with AcOEt, washed with water and brine, dried over magnesium sulfate, and evaporated to dryness. Flash chromatography (SiO2, hexane/AcOEt=9/1) gave finally 8.10 g of the title compound as white crystals. Starting materials: O (water), COC1=C(C=C2CC(NC(C2=C1)C)(C)C)O (1,2,3,4-Tetrahydro-7-methoxy-1,3,3-trimethylisoquinolin-6-ol), [K] (potassium), C(C1=CC=CC=C1)Br (benzyl bromide). Reagents/catalysts: [I-].C(CCC)[N+](CCCC)(CCCC)CCCC (tetrabutyl ammonium iodide). The solvent is CC(=O)C (acetone). Conditions: temperature 55 celsius. Product: C(C1=CC=CC=C1)OC=1C=C2CC(N=C(C2=CC1OC)C)(C)C (6-(Benzyloxy)-3,4-dihydro-7-methoxy-1,3,3-trimethylisoquinoline). Isolated yield 64.8%. Reaction SMILES: [CH3:1][O:2][C:3]1[CH:12]=[C:11]2[C:6]([CH2:7][C:8]([CH3:15])([CH3:14])[NH:9][CH:10]2[CH3:13])=[CH:5][C:4]=1[OH:16].[K].[CH2:18](Br)[C:19]1[CH:24]=[CH:23][CH:22]=[CH:21][CH:20]=1.O>CC(C)=O.[I-].C([N+](CCCC)(CCCC)CCCC)CCC>[CH2:18]([O:16][C:4]1[CH:5]=[C:6]2[C:11](=[CH:12][C:3]=1[O:2][CH3:1])[C:10]([CH3:13])=[N:9][C:8]([CH3:15])([CH3:14])[CH2:7]2)[C:19]1[CH:24]=[CH:23][CH:22]=[CH:21][CH:20]=1 |f:5.6,^1:16|. Procedure: To a solution of 239 (970 mg, 4.4 mmol) in acetone (10 ml) was added potassium C(Ar)bonate (3.06 g, 22.0 mmol), benzyl bromide (1.05 ml, 8.8 mmol) and tetrabutyl ammonium iodide (163 mg, 0.44 mmol). The reaction mixture was heated at 55° C. for 60 h. The reaction mixture was cooled to rt, water (20 ml) was added and the aqueous layer was extracted with ethyl acetate (3×30 ml). The combined organic phases were dried (MgSO4) and concentrated in vacuo. Purification by flash column chromatography el... Starting materials: CO (methanol), CN (methylamine), C(C)OC(=O)C=1C(=NC(=NC1)SC)NC=1C=C2C=NNC2=CC1 (4-(1H-5-indazolylamino)-2-methylthio-5-pyrimidine carboxylic acid ethyl ester). Solvent: O (H2O). Conditions: temperature 22.5 celsius, time 0.5 hour. The product is N1N=CC2=CC(=CC=C12)NC1=NC(=NC=C1C(=O)NC)SC (4-(1H-5-Indazolylamino)-N-methyl-2-methylthio-5-pyrimidine carboxamide). The yield is 88.0%. RXN SMILES: CO.[CH3:3][NH2:4].C(O[C:8]([C:10]1[C:11]([NH:18][C:19]2[CH:20]=[C:21]3[C:25](=[CH:26][CH:27]=2)[NH:24][N:23]=[CH:22]3)=[N:12][C:13]([S:16][CH3:17])=[N:14][CH:15]=1)=[O:9])C>O>[NH:24]1[C:25]2[C:21](=[CH:20][C:19]([NH:18][C:11]3[C:10]([C:8]([NH:4][CH3:3])=[O:9])=[CH:15][N:14]=[C:13]([S:16][CH3:17])[N:12]=3)=[CH:27][CH:26]=2)[CH:22]=[N:23]1. Procedure details: To the solution of methanol with 40% methylamine (30 ml) was added 4-(1H-5-indazolylamino)-2-methylthio-5-pyrimidine carboxylic acid ethyl ester (1.5 g) obtained by by preparation example 1, and the solution was reacted at 25-30° C. for 1 hr. The reaction mixture was cooled at 20-25° C., added H2O (90 ml) and stirred for 0.5hr. The reaction mixture was filtered, washed with 25% aqueous methanol solution (10 ml), obtained a solid product. The solid product was dried in vacuo to obtain the desired... Starting materials: C(C)(=O)O[C@@H](CCCCN1C(N(C(=CC1=O)N)C)=O)C ((R)-3-(5-acetoxyhexyl)-6-amino-1-methyluracil), CC(CC(C)=O)=O (2,4-pentanedione), xylenes. Run at temperature 145 celsius. Product: C(C)(=O)O[C@@H](CCCCN1C(N(C2=C(C1=O)C(=CC(=N2)C)C)C)=O)C ((R)-3-(5-acetoxyhexyl)-1,5,7-trimethylpyrido[2,3-d]pyrimidine-2,4(1H,3H)-dione). Reaction SMILES: [C:1]([O:4][C@H:5]([CH3:20])[CH2:6][CH2:7][CH2:8][CH2:9][N:10]1[C:15](=[O:16])[CH:14]=[C:13]([NH2:17])[N:12]([CH3:18])[C:11]1=[O:19])(=[O:3])[CH3:2].[CH3:21][C:22](=O)[CH2:23][C:24](=O)[CH3:25]>>[C:1]([O:4][C@H:5]([CH3:20])[CH2:6][CH2:7][CH2:8][CH2:9][N:10]1[C:15](=[O:16])[C:14]2[C:22]([CH3:21])=[CH:23][C:24]([CH3:25])=[N:17][C:13]=2[N:12]([CH3:18])[C:11]1=[O:19])(=[O:3])[CH3:2]. Procedure details: A mixture of (R)-3-(5-acetoxyhexyl)-6-amino-1-methyluracil (250 mg, 0.88 mmol), 2,4-pentanedione (2 ml, 19.5 mmol) and xylenes (3 ml) was heated to 145° C. for 18 hours. The mixture was concentrated under reduced pressure followed by coevaporation with toluene (2×5 ml) to remove the remaining 2,4-pentanedione to provide crude (R)-3-(5-acetoxyhexyl)-1,5,7-trimethylpyrido[2,3-d]pyrimidine-2,4(1H,3H)-dione.